describe an organic reaction: reactants, conditions, products, and yield From a dataset of the Open Reaction Database (ORD), a public repository of structured organic reaction records. Starting materials: C(CC(=O)OCC)(=O)OCC (Diethyl malonate), [H-].[Na+] (NaH), CS(=O)(=O)OC1=C2C(OCC2=C(C(=C1C/C=C(\CBr)/Cl)OC)C)=O ((E)-4-(1,3-dihydro-4-methanesulfonyloxy-6-methoxy-7-methyl-3-oxoisobenzofuran-5-yl)-1-bromo-2-chlorobut-2-ene). Solvent: C1CCOC1 (THF), C1CCOC1 (THF). Reaction conditions: time 30 minute. The product is CS(=O)(=O)OC1=C2C(OCC2=C(C(=C1C/C=C(\CC(C(=O)OCC)C(=O)OCC)/Cl)OC)C)=O (ethyl (E)-6-(4-methanesulfonyloxy-1,3-dihydro-6-methoxy-7-methyl-3-oxoisobenzofuran-5-yl) -4-chloro-2-ethoxycarbonyl-4-hexenoate). The yield is 57.5%. Reaction SMILES: [C:1]([O:9][CH2:10][CH3:11])(=[O:8])[CH2:2][C:3]([O:5][CH2:6][CH3:7])=[O:4].[H-].[Na+].[CH3:14][S:15]([O:18][C:19]1[C:27]([CH2:28]/[CH:29]=[C:30](/[Cl:33])\[CH2:31]Br)=[C:26]([O:34][CH3:35])[C:25]([CH3:36])=[C:24]2[C:20]=1[C:21](=[O:37])[O:22][CH2:23]2)(=[O:17])=[O:16]>C1COCC1>[CH3:14][S:15]([O:18][C:19]1[C:27]([CH2:28]/[CH:29]=[C:30](/[Cl:33])\[CH2:31][CH:2]([C:3]([O:5][CH2:6][CH3:7])=[O:4])[C:1]([O:9][CH2:10][CH3:11])=[O:8])=[C:26]([O:34][CH3:35])[C:25]([CH3:36])=[C:24]2[C:20]=1[C:21](=[O:37])[O:22][CH2:23]2)(=[O:16])=[O:17] |f:1.2|. Procedure details: Diethyl malonate (113 mg) was added to a suspension of 50% NaH (35 mg) in THF (3 ml) at 0° C. and the mixture stirred for 30 minutes. To this solution was added (E)-4-(1,3-dihydro-4-methanesulfonyloxy-6-methoxy-7-methyl-3-oxoisobenzofuran-5-yl)-1-bromo-2-chlorobut-2-ene (280 mg) in THF (10 ml). The ice bath was removed and the mixture was stirred at room temperature for 2 hours. The mixture was added to water (30 ml), the aqueous and organic phases separated, and the aqueous phase was extracted ... Reactants: FC1=C(C=CC(=C1)F)[C@]1(OC1)[C@H](C)O ((1S)-1-[(2R)-2-(2,4-difluorophenyl)-2-oxiranyl] ethanol), COC1=CC=C(C=C1)N1C(NN=C1)=O (4-(4-methoxyphenyl)-3(2H,4H)-1,2,4-triazolone). The product is FC1=C(C=CC(=C1)F)[C@]1([C@@H](C)N2N=CN(C2=O)C2=CC=C(C=C2)OC)CO1 (2-[(1R,2S)-2-(2,4-difluorophenyl)-2,3-epoxy-1-methylpropyl]-4-(4-methoxyphenyl)-3(2H,4H)-1,2,4-triazolone). Yield: 33.7%. Reaction SMILES: [F:1][C:2]1[CH:7]=[C:6]([F:8])[CH:5]=[CH:4][C:3]=1[C@:9]1([C@@H:12](O)[CH3:13])[CH2:11][O:10]1.[CH3:15][O:16][C:17]1[CH:22]=[CH:21][C:20]([N:23]2[CH:27]=[N:26][NH:25][C:24]2=[O:28])=[CH:19][CH:18]=1>>[F:1][C:2]1[CH:7]=[C:6]([F:8])[CH:5]=[CH:4][C:3]=1[C@:9]1([O:10][CH2:11]1)[C@H:12]([N:25]1[C:24](=[O:28])[N:23]([C:20]2[CH:19]=[CH:18][C:17]([O:16][CH3:15])=[CH:22][CH:21]=2)[CH:27]=[N:26]1)[CH3:13]. Reported procedure: In the same manner as in Reference Example 5, starting from 1.73 g of (1S)-1-[(2R)-2-(2,4-difluorophenyl)-2-oxiranyl] ethanol and 1.32 g of 4-(4-methoxyphenyl)-3(2H,4H)-1,2,4-triazolone, 2-[(1R,2S)-2-(2,4-difluorophenyl)-2,3-epoxy-1-methylpropyl]-4-(4-methoxyphenyl)-3(2H,4H)-1,2,4-triazolone (869 mg) was obtained as a colorless oil. Starting materials: NC1=C(CC2=CC(=C(C=C2)N2CC(N(S2(=O)=O)CC[Si](C)(C)C)=O)OCC2=CC=CC=C2)C=CC=C1 (5-[4-(2-aminobenzyl)-2-benzyloxyphenyl]-1,1-dioxo-2-(2-trimethylsilanylethyl)-1,2,5-thiadiazolidin-3-one), C1(=CC=CC=C1)CS(=O)(=O)Cl (α-tolylsulfonyl chloride), Cl (HCl). Solvent: CCOC(=O)C (EtOAc), N1=CC=CC=C1 (pyridine). Reaction conditions: time 1.5 hour. Yields the product C(C1=CC=CC=C1)OC=1C=C(CC2=C(C=CC=C2)NS(=O)(=O)CC2=CC=CC=C2)C=CC1N1S(N(C(C1)=O)CC[Si](C)(C)C)(=O)=O (N-(2-{3-Benzyloxy-4-[1,1,4-trioxo-5-(2-trimethylsilanylethyl)-1,2,5-thiadiazolidin-2-yl]-benzyl}-phenyl)-C-phenyl-methanesulfonamide). As a reaction SMILES: [NH2:1][C:2]1[CH:36]=[CH:35][CH:34]=[CH:33][C:3]=1[CH2:4][C:5]1[CH:10]=[CH:9][C:8]([N:11]2[S:15](=[O:17])(=[O:16])[N:14]([CH2:18][CH2:19][Si:20]([CH3:23])([CH3:22])[CH3:21])[C:13](=[O:24])[CH2:12]2)=[C:7]([O:25][CH2:26][C:27]2[CH:32]=[CH:31][CH:30]=[CH:29][CH:28]=2)[CH:6]=1.[C:37]1([CH2:43][S:44](Cl)(=[O:46])=[O:45])[CH:42]=[CH:41][CH:40]=[CH:39][CH:38]=1.Cl>N1C=CC=CC=1.CCOC(C)=O>[CH2:26]([O:25][C:7]1[CH:6]=[C:5]([CH:10]=[CH:9][C:8]=1[N:11]1[CH2:12][C:13](=[O:24])[N:14]([CH2:18][CH2:19][Si:20]([CH3:21])([CH3:22])[CH3:23])[S:15]1(=[O:16])=[O:17])[CH2:4][C:3]1[CH:33]=[CH:34][CH:35]=[CH:36][C:2]=1[NH:1][S:44]([CH2:43][C:37]1[CH:42]=[CH:41][CH:40]=[CH:39][CH:38]=1)(=[O:46])=[O:45])[C:27]1[CH:32]=[CH:31][CH:30]=[CH:29][CH:28]=1. Procedure details: To a solution of 5-[4-(2-aminobenzyl)-2-benzyloxyphenyl]-1,1-dioxo-2-(2-trimethylsilanylethyl)-1,2,5-thiadiazolidin-3-one (150 mg, 0.29 mmol) in pyridine (3 mL) is added α-tolylsulfonyl chloride (66 mg, 0.35 mmol) and the solution is stirred at ambient temperature for 1.5 h. The mixture is neutralized using 1N HCl solution, then diluted with EtOAc. The organic phase is washed with brine and water and is dried with MgSO4, and concentrated. The residue is purified by flash column chromatography to... Reactants: Intermediate 123, C(CCCC)(=O)Cl (valeryl chloride), CC1(OC(CC(O1)=O)=O)C (2,2-dimethyl-1,3-dioxane-4,6-dione). Reaction SMILES: [C:1](Cl)(=O)[CH2:2][CH2:3][CH2:4]C.C[C:9]1([CH3:17])[O:14][C:13](=[O:15])[CH2:12][C:11](=[O:16])O1>>[O:16]=[C:11]([CH2:1][CH2:2][CH2:3][CH3:4])[CH2:12][C:13]([O:14][CH2:9][CH3:17])=[O:15]. Reported procedure: The title compound was prepared in a manner analogous to Intermediate 123 from valeryl chloride and 2,2-dimethyl-1,3-dioxane-4,6-dione (both commercially available). The product is O=C(CC(=O)OCC)CCCC (Ethyl 3-oxoheptanoate). As a reaction SMILES: [CH3:1][O:2][C:3]1[C:8]([NH2:9])=[CH:7][CH:6]=[CH:5][N:4]=1.C(N(CC)C(C)C)(C)C.[Cl:19][C:20]1[N:25]=[C:24](Cl)[C:23]([Cl:27])=[CH:22][N:21]=1>C(O)(C)C>[Cl:19][C:20]1[N:25]=[C:24]([NH:9][C:8]2[C:3]([O:2][CH3:1])=[N:4][CH:5]=[CH:6][CH:7]=2)[C:23]([Cl:27])=[CH:22][N:21]=1. Run at time 8 hour. Product: ClC1=NC=C(C(=N1)NC=1C(=NC=CC1)OC)Cl ((2,5-dichloro-pyrimidin-4-yl)-(2-methoxy-pyridin-3-yl)-amine). Procedure: To a suspension of 2-methoxy-pyridin-3-ylamine (1.00 g, 0.00806 mol) and N,N-diisopropylethylamine (2.1 mL, 0.012 mol) in isopropyl alcohol (20 mL) was added 2,4,5-trichloropyrimidine (1.0 mL, 0.0089 mol). The mixture was stirred at room temperature overnight. The suspension was filtered, the solid was washed with isopropanol (10 mL) then hexane (20 mL). The solids were dried under vacuum to provide (2,5-dichloro-pyrimidin-4-yl)-(2-methoxy-pyridin-3-yl)-amine (1.23 g, 56%) as a white solid. LC/M... The reactants are COC1=NC=CC=C1N (2-methoxy-pyridin-3-ylamine), C(C)(C)N(C(C)C)CC (N,N-diisopropylethylamine), ClC1=NC=C(C(=N1)Cl)Cl (2,4,5-trichloropyrimidine). Isolated yield 56.3%. Solvent: C(C)(C)O (isopropyl alcohol). Starting materials: O (water), O=C1C=2C=CC(=CC2CCC1)C(=O)OC (methyl 5-oxo-5,6,7,8-tetrahydronaphthalene-2-carboxylate), COC1=C(C=CC=C1)CCN (2-(2-methoxyphenyl)ethylamine), [BH4-].[Na+] (sodium borohydride). Run in C(C)O (ethanol). Reaction conditions: time 24 hour. Yields the product COC1=C(C=CC=C1)CCNC1C=2C=CC(=CC2CCC1)C(=O)OC (rac-Methyl 5-{[2-(2-methoxyphenyl)ethyl]amino}-5,6,7,8-tetrahydronaphthalene-2-carboxylate). Reaction SMILES: O=[C:2]1[CH2:11][CH2:10][CH2:9][C:8]2[CH:7]=[C:6]([C:12]([O:14][CH3:15])=[O:13])[CH:5]=[CH:4][C:3]1=2.[CH3:16][O:17][C:18]1[CH:23]=[CH:22][CH:21]=[CH:20][C:19]=1[CH2:24][CH2:25][NH2:26].[BH4-].[Na+].O>C(O)C>[CH3:16][O:17][C:18]1[CH:23]=[CH:22][CH:21]=[CH:20][C:19]=1[CH2:24][CH2:25][NH:26][CH:2]1[CH2:11][CH2:10][CH2:9][C:8]2[CH:7]=[C:6]([C:12]([O:14][CH3:15])=[O:13])[CH:5]=[CH:4][C:3]1=2 |f:2.3|. Procedure: 15.2 g (74.5 mmol) of methyl 5-oxo-5,6,7,8-tetrahydronaphthalene-2-carboxylate [U. Gerlach and T. Wollmann, Tetrahedron Lett. 1992, 33 (38), 5499-5502] and 11.5 g (74.5 mmol) of 2-(2-methoxyphenyl)ethylamine in 50 ml of ethanol were heated under reflux for 2 h. The mixture was then concentrated to dryness under reduced pressure, the residue was taken up in 300 ml of methanol and 5.6 g (149 mmol) of sodium borohydride were, over 20 min, added a little at a time at RT with slight external cooling ... Reactants: COC=1[C@@H](N=C(CN1)OC)C(C)C ((2S)-2,5-dihydro-3,6-dimethoxy-2-isopropylpyrazine), FC1=C(CBr)C=C(C(=C1)F)F (2,4,5-trifluorobenzyl bromide), Intermediate 2. Product: COC=1[C@@H](N=C([C@H](N1)CC1=C(C=C(C(=C1)F)F)F)OC)C(C)C ((2S,5R)-2,5-Dihydro-3,6-dimethoxy-2-isopropyl-5-(2′,4′,5′trifluorobenzyl)pyrazine). Isolated yield 62.7%. Reaction SMILES: [CH3:1][O:2][C:3]1[C@H:4]([CH:11]([CH3:13])[CH3:12])[N:5]=[C:6]([O:9][CH3:10])[CH2:7][N:8]=1.[F:14][C:15]1[CH:22]=[C:21]([F:23])[C:20]([F:24])=[CH:19][C:16]=1[CH2:17]Br>>[CH3:1][O:2][C:3]1[C@H:4]([CH:11]([CH3:13])[CH3:12])[N:5]=[C:6]([O:9][CH3:10])[C@@H:7]([CH2:17][C:16]2[CH:19]=[C:20]([F:24])[C:21]([F:23])=[CH:22][C:15]=2[F:14])[N:8]=1. Procedure details: The title compound (3.81 g) was prepared from 3.42 g (18.5 mmol) of (2S)-2,5-dihydro-3,6-dimethoxy-2-isopropylpyrazine and 5 g (22.3 mmol) of 2,4,5-trifluorobenzyl bromide using the procedure described for Intermediate 2, Step A. Starting materials: C(CCC)C=1N=C(NC(C1CC1=CC=C(C=C1)C=1C(=CC=CC1)C#N)=O)C (4′-[(4-butyl-2-methyl-6-oxo-1,6-dihydropyrimidin-5-yl)methyl]biphenyl-2-carbonitrile), [H-].[Na+] (sodium hydride), CN(C=O)C (N,N-dimethylformamide), BrCC1=C(C=CC=C1)Cl (1-(bromomethyl)-2-chlorobenzene). Run in C(C)(=O)OCC (ethyl acetate). Reaction conditions: time 10 minute. The product is C(CCC)C=1N=C(N(C(C1CC1=CC=C(C=C1)C=1C(=CC=CC1)C#N)=O)CC1=C(C=CC=C1)Cl)C (4′-{[4-butyl-1-(2-chlorobenzyl)-2-methyl-6-oxo-1,6-dihydropyrimidin-5-yl]methyl}biphenyl-2-carbonitrile). Isolated yield 45.0%. RXN SMILES: [CH2:1]([C:5]1[N:6]=[C:7]([CH3:27])[NH:8][C:9](=[O:26])[C:10]=1[CH2:11][C:12]1[CH:17]=[CH:16][C:15]([C:18]2[C:19]([C:24]#[N:25])=[CH:20][CH:21]=[CH:22][CH:23]=2)=[CH:14][CH:13]=1)[CH2:2][CH2:3][CH3:4].[H-].[Na+].CN(C)C=O.Br[CH2:36][C:37]1[CH:42]=[CH:41][CH:40]=[CH:39][C:38]=1[Cl:43]>C(OCC)(=O)C>[CH2:1]([C:5]1[N:6]=[C:7]([CH3:27])[N:8]([CH2:36][C:37]2[CH:42]=[CH:41][CH:40]=[CH:39][C:38]=2[Cl:43])[C:9](=[O:26])[C:10]=1[CH2:11][C:12]1[CH:17]=[CH:16][C:15]([C:18]2[C:19]([C:24]#[N:25])=[CH:20][CH:21]=[CH:22][CH:23]=2)=[CH:14][CH:13]=1)[CH2:2][CH2:3][CH3:4] |f:1.2|. Procedure details: A mixture of 4′-[(4-butyl-2-methyl-6-oxo-1,6-dihydropyrimidin-5-yl)methyl]biphenyl-2-carbonitrile (1 g), sodium hydride (0.13 g) and N,N-dimethylformamide (10 mL) was stirred at room temperature for 10 min, 1-(bromomethyl)-2-chlorobenzene (0.44 mL) was added, and the mixture was stirred at room temperature for 16 hr. The reaction mixture was diluted with ethyl acetate, washed with 5% aqueous potassium hydrogen sulfate solution and then with saturated brine, and dried over anhydrous magnesium sul... Starting materials: O1CCOCC1 (dioxane), [OH-].[Li+] (lithium hydroxide), C1(CCCC1)C(=O)N1CC(CC(C1)C1=CC=C(C=C1)OC(F)(F)F)C(=O)OCC (ethyl 1-(cyclopentylcarbonyl)-5-[4-(trifluoromethoxy)phenyl]piperidine-3-carboxylate). Solvent: O (water). Conditions: time 8 hour. The product is C1(CCCC1)C(=O)N1CC(CC(C1)C1=CC=C(C=C1)OC(F)(F)F)C(=O)O (1-(Cyclopentylcarbonyl)-5-[4-(trifluoromethoxy)phenyl]piperidine-3-carboxylic acid). Reaction SMILES: O1CCOCC1.[OH-].[Li+].[CH:9]1([C:14]([N:16]2[CH2:21][CH:20]([C:22]3[CH:27]=[CH:26][C:25]([O:28][C:29]([F:32])([F:31])[F:30])=[CH:24][CH:23]=3)[CH2:19][CH:18]([C:33]([O:35]CC)=[O:34])[CH2:17]2)=[O:15])[CH2:13][CH2:12][CH2:11][CH2:10]1>O>[CH:9]1([C:14]([N:16]2[CH2:21][CH:20]([C:22]3[CH:23]=[CH:24][C:25]([O:28][C:29]([F:31])([F:32])[F:30])=[CH:26][CH:27]=3)[CH2:19][CH:18]([C:33]([OH:35])=[O:34])[CH2:17]2)=[O:15])[CH2:13][CH2:12][CH2:11][CH2:10]1 |f:1.2|. Procedure: 37 ml of dioxane, 18.5 ml of water and 0.51 g (21.4 mmol) of lithium hydroxide were added to 2.30 g (5.34 mmol) of ethyl 1-(cyclopentylcarbonyl)-5-[4-(trifluoromethoxy)phenyl]piperidine-3-carboxylate. The mixture was stirred overnight at RT. For work-up, the dioxane was removed under reduced pressure, water was added to the reaction mixture and the mixture was acidified using aqueous 1 N hydrochloric acid solution. The mixture was extracted with dichloromethane. The organic phase was dried with ...